From a dataset of the Open Reaction Database (ORD), a public repository of structured organic reaction records. describe an organic reaction: reactants, conditions, products, and yield Solvent: O (water), 1,4-1,4-dioxane. Reported procedure: Sodium hydroxide (5.08 g, 0.127 mol) was dissolved in water (60 mL) and 1,4-1,4-dioxane (300 mL). 1,2,4-Thiadiazol-5-amine (10 g, 0.1 mol) was added and the reaction stirred for 5 minutes. 3-Cyano-4-fluorobenzene-1-sulfonyl chloride (8.25 g, 0.0376 mol) was added and the reaction was allowed to stir for 3 hours at 20° C. After this time, the reaction was poured into 150 mL of 1N HCl. This solution was extracted with ethyl acetate (3×50 mL). The combined organics were dried over sodium sulfate, f... As a reaction SMILES: [OH-].[Na+].[S:3]1[C:7]([NH2:8])=[N:6][CH:5]=[N:4]1.[C:9]([C:11]1[CH:12]=[C:13]([S:18](Cl)(=[O:20])=[O:19])[CH:14]=[CH:15][C:16]=1[F:17])#[N:10].Cl>O>[C:9]([C:11]1[CH:12]=[C:13]([S:18]([NH:8][C:7]2[S:3][N:4]=[CH:5][N:6]=2)(=[O:20])=[O:19])[CH:14]=[CH:15][C:16]=1[F:17])#[N:10] |f:0.1|. Reaction conditions: time 5 minute. The reactants are S1N=CN=C1N (1,2,4-Thiadiazol-5-amine), Cl (HCl), [OH-].[Na+] (Sodium hydroxide), C(#N)C=1C=C(C=CC1F)S(=O)(=O)Cl (3-Cyano-4-fluorobenzene-1-sulfonyl chloride). The product is C(#N)C=1C=C(C=CC1F)S(=O)(=O)NC1=NC=NS1 (3-cyano-4-fluoro-N-(1,2,4-thiadiazol-5-yl)benzenesulfonamide). The reactants are ClC=1C=CC2=C(C=C(O2)C2NCCNC2)C1 (2-(5-chloro-2-benzofuranyl)piperazine), ClC1=C(C=C2C(C(=CN(C2=C1)CC)C(=O)O)=O)F (7-chloro-1-ethyl-6-fluoro-1,4-dihydro-4-oxo-3-quinolinecarboxylic acid). Run in N1=CC=CC=C1 (pyridine). Product: ClC=1C=CC2=C(C=C(O2)C2CN(CCN2)C2=C(C=C3C(C(=CN(C3=C2)CC)C(=O)O)=O)F)C1 (7-[3-(5-Chloro-2-benzofuranyl)-1-piperazinyl]-1-ethyl-6-fluoro-1,4-dihydro-4-oxo-3-quinolinecarboxylic acid). RXN SMILES: [Cl:1][C:2]1[CH:3]=[CH:4][C:5]2[O:9][C:8]([CH:10]3[CH2:15][NH:14][CH2:13][CH2:12][NH:11]3)=[CH:7][C:6]=2[CH:16]=1.Cl[C:18]1[CH:27]=[C:26]2[C:21]([C:22](=[O:33])[C:23]([C:30]([OH:32])=[O:31])=[CH:24][N:25]2[CH2:28][CH3:29])=[CH:20][C:19]=1[F:34]>N1C=CC=CC=1>[Cl:1][C:2]1[CH:3]=[CH:4][C:5]2[O:9][C:8]([CH:10]3[NH:11][CH2:12][CH2:13][N:14]([C:18]4[CH:27]=[C:26]5[C:21]([C:22](=[O:33])[C:23]([C:30]([OH:32])=[O:31])=[CH:24][N:25]5[CH2:28][CH3:29])=[CH:20][C:19]=4[F:34])[CH2:15]3)=[CH:7][C:6]=2[CH:16]=1. Reported procedure: A 1.45 g portion of 2-(5-chloro-2-benzofuranyl)piperazine was added to 5 ml of pyridine. A 540 mg portion of 7-chloro-1-ethyl-6-fluoro-1,4-dihydro-4-oxo-3-quinolinecarboxylic acid was added and the mixture was heated in a sealed bottle, under argon, at 130°-135° C. for 18 hours, then cooled in an ice bath. The solid was collected, triturated with cold pyridine, dichloromethane, ether and dimethylformamide, giving 180 mg of the desired product, mp 262°-263° C. The reactants are C(C)(=O)OCC (Ethyl acetate), C(CCC)C=1N=C(NC(C1CC1=CC=C(C=C1)C=1C(=CC=CC1)C#N)=O)C (4′-[(4-butyl-2-methyl-6-oxo-1,6-dihydropyrimidin-5-yl)methyl]biphenyl-2-carbonitrile), IC(C)C (2-iodopropane), [H-].[Na+] (sodium hydride). Run in O (water), CN(C=O)C (N,N-dimethylformamide). Reaction conditions: time 15 hour. Yields the product C(CCC)C=1N=C(N(C(C1CC1=CC=C(C=C1)C=1C(=CC=CC1)C#N)=O)C(C)C)C (4′-[(4-butyl-1-isopropyl-2-methyl-6-oxo-1,6-dihydropyrimidin-5-yl)methyl]biphenyl-2-carbonitrile). As a reaction SMILES: [CH2:1]([C:5]1[N:6]=[C:7]([CH3:27])[NH:8][C:9](=[O:26])[C:10]=1[CH2:11][C:12]1[CH:17]=[CH:16][C:15]([C:18]2[C:19]([C:24]#[N:25])=[CH:20][CH:21]=[CH:22][CH:23]=2)=[CH:14][CH:13]=1)[CH2:2][CH2:3][CH3:4].I[CH:29]([CH3:31])[CH3:30].[H-].[Na+].C(OCC)(=O)C>CN(C)C=O.O>[CH2:1]([C:5]1[N:6]=[C:7]([CH3:27])[N:8]([CH:29]([CH3:31])[CH3:30])[C:9](=[O:26])[C:10]=1[CH2:11][C:12]1[CH:17]=[CH:16][C:15]([C:18]2[C:19]([C:24]#[N:25])=[CH:20][CH:21]=[CH:22][CH:23]=2)=[CH:14][CH:13]=1)[CH2:2][CH2:3][CH3:4] |f:2.3|. Procedure details: To a solution of 4′-[(4-butyl-2-methyl-6-oxo-1,6-dihydropyrimidin-5-yl)methyl]biphenyl-2-carbonitrile (2.00 g) and 2-iodopropane (2.8 mL) in N,N-dimethylformamide (20 mL) was added 60% sodium hydride (0.34 g), and the mixture was stirred at room temperature for 15 hr. Ethyl acetate and water were added to the reaction mixture, and the mixture was extracted with ethyl acetate. The organic layer was washed with saturated brine and dried over anhydrous magnesium sulfate. The solvent was evaporated ... Reactants: CCCCCCCCCC(=O)Cl, Cl, Nc1ccc(S(=O)(=O)Nc2nncs2)cc1, c1ccncc1. The product is CCCCCCCCCC(=O)Nc1ccc(S(=O)(=O)Nc2nncs2)cc1. Reaction SMILES: [C:17]([CH2:18][CH2:19][CH2:20][CH2:21][CH2:22][CH2:23][CH2:24][CH2:25][CH3:26])(=[O:27])[Cl:28].[ClH:29].[NH2:1][c:2]1[cH:3][cH:4][c:5]([S:8](=[O:9])(=[O:10])[NH:11][c:12]2[s:13][cH:14][n:15][n:16]2)[cH:6][cH:7]1.[cH:30]1[cH:31][cH:32][n:33][cH:34][cH:35]1>>[NH:1]([c:2]1[cH:3][cH:4][c:5]([S:8](=[O:9])(=[O:10])[NH:11][c:12]2[s:13][cH:14][n:15][n:16]2)[cH:6][cH:7]1)[C:17]([CH2:18][CH2:19][CH2:20][CH2:21][CH2:22][CH2:23][CH2:24][CH2:25][CH3:26])=[O:27]. Starting materials: OC1=CC=C(C=C1C1=C(C=C(C=C1)C(F)(F)F)CN1C(O[C@@H]([C@@H]1C)C1=CC=CC=C1)=O)CC(=O)O ([6-hydroxy-2′-((4S,5R)-4-methyl-2-oxo-5-phenyl-oxazolidin-3-ylmethyl)-4′-trifluoromethyl-biphenyl-3-yl]-acetic acid), C(C1=CC=CC=C1)Br (benzyl bromide). Yields the product C(C1=CC=CC=C1)OC(CC=1C=C(C(=CC1)OCC1=CC=CC=C1)C1=C(C=C(C=C1)C(F)(F)F)CN1C(O[C@@H]([C@@H]1C)C1=CC=CC=C1)=O)=O ([6-Benzyloxy-2′-((4S,5R)-4-methyl-2-oxo-5-phenyl-oxazolidin-3-ylmethyl)-4′-trifluoromethyl-biphenyl-3-yl]-acetic acid benzyl ester). Reaction SMILES: [OH:1][C:2]1[C:7]([C:8]2[CH:13]=[CH:12][C:11]([C:14]([F:17])([F:16])[F:15])=[CH:10][C:9]=2[CH2:18][N:19]2[C@@H:23]([CH3:24])[C@@H:22]([C:25]3[CH:30]=[CH:29][CH:28]=[CH:27][CH:26]=3)[O:21][C:20]2=[O:31])=[CH:6][C:5]([CH2:32][C:33]([OH:35])=[O:34])=[CH:4][CH:3]=1.[CH2:36](Br)[C:37]1[CH:42]=[CH:41][CH:40]=[CH:39][CH:38]=1>>[CH2:36]([O:34][C:33](=[O:35])[CH2:32][C:5]1[CH:6]=[C:7]([C:8]2[CH:13]=[CH:12][C:11]([C:14]([F:15])([F:16])[F:17])=[CH:10][C:9]=2[CH2:18][N:19]2[C@@H:23]([CH3:24])[C@@H:22]([C:25]3[CH:30]=[CH:29][CH:28]=[CH:27][CH:26]=3)[O:21][C:20]2=[O:31])[C:2]([O:1][CH2:32][C:5]2[CH:6]=[CH:7][CH:2]=[CH:3][CH:4]=2)=[CH:3][CH:4]=1)[C:37]1[CH:42]=[CH:41][CH:40]=[CH:39][CH:38]=1. Reported procedure: Prepared according to the procedure described in Example 14, Step 3, using the following starting materials: [6-hydroxy-2′-((4S,5R)-4-methyl-2-oxo-5-phenyl-oxazolidin-3-ylmethyl)-4′-trifluoromethyl-biphenyl-3-yl]-acetic acid and benzyl bromide. Starting materials: Cc1ccc(C)n1CCN, O=C(O)CN1CCCC1=O, C1CCOC1. The product is Cc1ccc(C)n1CCNC(=O)CN1CCCC1=O. RXN SMILES: [NH2:11][CH2:12][CH2:13][n:14]1[c:15]([CH3:20])[cH:16][cH:17][c:18]1[CH3:19].[O:1]=[C:2]1[N:3]([CH2:7][C:8](=[O:9])[OH:10])[CH2:4][CH2:5][CH2:6]1.[O:21]1[CH2:22][CH2:23][CH2:24][CH2:25]1>>[O:1]=[C:2]1[N:3]([CH2:7][C:8](=[O:10])[NH:11][CH2:12][CH2:13][n:14]2[c:15]([CH3:20])[cH:16][cH:17][c:18]2[CH3:19])[CH2:4][CH2:5][CH2:6]1. The reactants are 148.2g, 400.5g, COC(C(=C)C)=O (methylmethacrylate), CCOCC (ether), S(O)(O)(=O)=O (sulfuric acid), C(CCC)O (n-butanol), C(CCC)O (n-butanol). Conditions: time 6 hour. The product is C(C(=C)C)(=O)OCCCC (n-butyl methacrylate). The yield is 88.2%. Reaction SMILES: [CH3:1][O:2][C:3](=[O:7])[C:4]([CH3:6])=[CH2:5].CCOCC.S(=O)(=O)(O)O.[CH2:18](O)[CH2:19][CH2:20]C>>[C:3]([O:2][CH2:1][CH2:18][CH2:19][CH3:20])(=[O:7])[C:4]([CH3:6])=[CH2:5]. Procedure: A 148.2g (2.0 mols) amount of n-butanol, 400.5g (4.0 mols) of methylmethacrylate, 0.5g of hydroquinonemonomethyl ether and 2.45g (0.025 mol) of concentrated sulfuric acid were added to a flask to conduct a reaction in the same manner described in Example 1. The reaction was carried out for 6 hours. The reaction results obtained were an 89.9% conversion of n-butanol and an 88.2% yield of n-butyl methacrylate. However, it was found by gas chromatography that a high boiling point by-product was pre... The reactants are Cl.COC([C@@H](N)C(C)C)=O (L-valine methyl ester hydrochloride), S(=O)(=O)(Cl)Cl (sulfuryl chloride). Run in C(C)#N (acetonitrile). Product: COC([C@@H](NS(=O)(=O)Cl)C(C)C)=O (N-(Chlorosulfonyl)-valine Methyl Ester). As a reaction SMILES: Cl.[CH3:2][O:3][C:4](=[O:10])[C@H:5]([CH:7]([CH3:9])[CH3:8])[NH2:6].[S:11](Cl)([Cl:14])(=[O:13])=[O:12]>C(#N)C>[CH3:2][O:3][C:4](=[O:10])[C@H:5]([CH:7]([CH3:9])[CH3:8])[NH:6][S:11]([Cl:14])(=[O:13])=[O:12] |f:0.1|. Reported procedure: A suspension of 15.3 g (90 mmol) of L-valine methyl ester hydrochloride in 45 ml of acetonitrile was treated with 22 ml (270 mmol) of sulfuryl chloride and heated at reflux for 16 h. The resulting light yellow solution was allowed to cool and concentrated in vacuo to a viscous oil. The oil was treated two times with acetonitrile followed each time by concentration in vacuo. The crude desired product was thus obtained as a viscous oil.